This data is from the Open Reaction Database (ORD), a public repository of structured organic reaction records. The task is: describe an organic reaction: reactants, conditions, products, and yield Starting materials: NC1=C(C(=NO1)C1=C(C=CC=C1)C(F)(F)F)C(=O)[O-] (5-amino-3-(2-(trifluoromethyl)phenyl)isoxazol-4-carboxylate), [OH-].[Na+] (sodium hydroxide). Run in CO (methanol). Product: NC1=C(C(=NO1)C1=C(C=CC=C1)C(F)(F)F)C(=O)O (5-amino-3-(2-(trifluoromethyl)phenyl)isoxazol-4-carboxylic acid). Isolated yield 71.2%. As a reaction SMILES: [NH2:1][C:2]1[O:6][N:5]=[C:4]([C:7]2[CH:12]=[CH:11][CH:10]=[CH:9][C:8]=2[C:13]([F:16])([F:15])[F:14])[C:3]=1[C:17]([O-:19])=[O:18].[OH-].[Na+]>CO>[NH2:1][C:2]1[O:6][N:5]=[C:4]([C:7]2[CH:12]=[CH:11][CH:10]=[CH:9][C:8]=2[C:13]([F:16])([F:15])[F:14])[C:3]=1[C:17]([OH:19])=[O:18] |f:1.2|. Procedure: In a similar manner as described in Preparation Example 25, by using methanol (60 mL), 5-amino-3-(2-(trifluoromethyl)phenyl)isoxazol-4-carboxylate (6.0 g, 20.96 mmol) and 3% sodium hydroxide aqueous solution (60 mL), a white solid required compound (4.06 g, 14.92 mmol, 71%) was obtained.